From a dataset of the Open Reaction Database (ORD), a public repository of structured organic reaction records. describe an organic reaction: reactants, conditions, products, and yield Starting materials: FC1=C(C=CC(=C1)I)NC1=C(C(=O)O)C=CN=C1 (3-[(2-fluoro-4-iodophenyl)amino]isonicotinic acid), FC1=C(C=CC(=C1)I)NC1=C(C(=O)O)C=CN=C1 (3-[(2-fluoro-4-iodophenyl)amino]isonicotinic acid), C1(CC1)CN (cyclopropylmethylamine). The product is C1(CC1)CNC(C1=C(C=NC=C1)NC1=C(C=C(C=C1)I)F)=O (N-(cyclopropylmethyl)-3-[(2-fluoro-4-iodophenyl)amino]isonicotinamide). Procedure details: N-(cyclopropylmethyl)-3-[(2-fluoro-4-iodophenyl)amino]isonicotinamide was synthesized according to the procedure for General Method 1, outlined above, starting with 0.2 mmol of 3-[(2-fluoro-4-iodophenyl)amino]isonicotinic acid (intermediate 1) and 0.23 mmol of cyclopropylmethylamine. LC/MS [9.79 min; 412 (M+1)] RXN SMILES: [F:1][C:2]1[CH:7]=[C:6]([I:8])[CH:5]=[CH:4][C:3]=1[NH:9][C:10]1[CH:18]=[N:17][CH:16]=[CH:15][C:11]=1[C:12]([OH:14])=O.[CH:19]1([CH2:22][NH2:23])[CH2:21][CH2:20]1>>[CH:19]1([CH2:22][NH:23][C:12](=[O:14])[C:11]2[CH:15]=[CH:16][N:17]=[CH:18][C:10]=2[NH:9][C:3]2[CH:4]=[CH:5][C:6]([I:8])=[CH:7][C:2]=2[F:1])[CH2:21][CH2:20]1. Reactants: C[Sn](C)(C)C1=C(Br)CCC1, CCOC(=O)c1cccc(I)c1, CN(C)C=O, c1ccc([As](c2ccccc2)c2ccccc2)cc1. Yields the product CCOC(=O)c1cccc(C2=C(Br)CCC2)c1. Reaction SMILES: [Br:1][C:2]1=[C:3]([Sn:7]([CH3:8])([CH3:9])[CH3:10])[CH2:4][CH2:5][CH2:6]1.[CH2:11]([CH3:12])[O:13][C:14]([c:15]1[cH:16][c:17]([I:21])[cH:18][cH:19][cH:20]1)=[O:22].[CH3:42][N:43]([CH3:44])[CH:45]=[O:46].[cH:23]1[cH:24][cH:25][c:26]([As:27]([c:28]2[cH:29][cH:30][cH:31][cH:32][cH:33]2)[c:34]2[cH:35][cH:36][cH:37][cH:38][cH:39]2)[cH:40][cH:41]1>>[Br:1][C:2]1=[C:3]([c:17]2[cH:16][c:15]([C:14]([O:13][CH2:11][CH3:12])=[O:22])[cH:20][cH:19][cH:18]2)[CH2:4][CH2:5][CH2:6]1. Starting materials: C(C)(=O)OC1=CC(=CC=C1)\C=C\C1=NC2=CC(=CC=C2C=C1)Cl ((E)-3-(7-chloro-2-quinolinylethenyl)phenyl acetate), C([O-])([O-])=O.[Na+].[Na+] (sodium carbonate). The solvent is CO (methanol). Run at time 36 hour. Product: ClC1=CC=C2C=CC(=NC2=C1)/C=C/C=1C=C(C=CC1)O ((E)-3-(7-chloro-2-quinolinylethenyl)phenol). RXN SMILES: C([O:4][C:5]1[CH:10]=[CH:9][CH:8]=[C:7](/[CH:11]=[CH:12]/[C:13]2[CH:22]=[CH:21][C:20]3[C:15](=[CH:16][C:17]([Cl:23])=[CH:18][CH:19]=3)[N:14]=2)[CH:6]=1)(=O)C.C(=O)([O-])[O-].[Na+].[Na+]>CO>[Cl:23][C:17]1[CH:16]=[C:15]2[C:20]([CH:21]=[CH:22][C:13](/[CH:12]=[CH:11]/[C:7]3[CH:6]=[C:5]([OH:4])[CH:10]=[CH:9][CH:8]=3)=[N:14]2)=[CH:19][CH:18]=1 |f:1.2.3|. Reported procedure: A mixture of (E)-3-(7-chloro-2-quinolinylethenyl)phenyl acetate (7.4 g, 22.9 mmol) and anhydrous sodium carbonate (606 mg, 5.7 mmol) in 135 ml of methanol is stirred at room temperature for 36 hours. pH 7 buffer (250 ml) is added and the precipitated solid filtered and dried to afford (E)-3-(7-chloro-2-quinolinylethenyl)phenol which is used directly in the next step. The reactants are O=C([O-])[O-], CCOC(C)=O, BrCc1cccc(I)c1, [K+], [K+], CN(C)C=O, Oc1ccc2ccoc2c1. Product: Ic1cccc(COc2ccc3ccoc3c2)c1. RXN SMILES: [C:20](=[O:21])([O-:22])[O-:23].[CH3:31][CH2:32][O:33][C:34](=[O:35])[CH3:36].[I:11][c:12]1[cH:13][c:14]([CH2:15][Br:16])[cH:17][cH:18][cH:19]1.[K+:24].[K+:25].[O:26]=[CH:27][N:28]([CH3:29])[CH3:30].[o:1]1[cH:2][cH:3][c:4]2[c:5]1[cH:6][c:7]([OH:10])[cH:8][cH:9]2>>[o:1]1[cH:2][cH:3][c:4]2[c:5]1[cH:6][c:7]([O:10][CH2:15][c:14]1[cH:13][c:12]([I:11])[cH:19][cH:18][cH:17]1)[cH:8][cH:9]2. Reactants: O=S(=O)(Nc1ncc(Cl)nc1OCc1cccc(CO)c1)c1cccc(Cl)c1Cl, ClCCl, C1CCOC1. Yields the product O=Cc1cccc(COc2nc(Cl)cnc2NS(=O)(=O)c2cccc(Cl)c2Cl)c1. Reaction SMILES: [Cl:1][c:2]1[c:3]([S:9](=[O:10])(=[O:11])[NH:12][c:13]2[n:14][cH:15][c:16]([Cl:29])[n:17][c:18]2[O:19][CH2:20][c:21]2[cH:22][c:23]([CH2:27][OH:28])[cH:24][cH:25][cH:26]2)[cH:4][cH:5][cH:6][c:7]1[Cl:8].[Cl:35][CH2:36][Cl:37].[O:30]1[CH2:31][CH2:32][CH2:33][CH2:34]1>>[Cl:1][c:2]1[c:3]([S:9](=[O:10])(=[O:11])[NH:12][c:13]2[n:14][cH:15][c:16]([Cl:29])[n:17][c:18]2[O:19][CH2:20][c:21]2[cH:22][c:23]([CH:27]=[O:28])[cH:24][cH:25][cH:26]2)[cH:4][cH:5][cH:6][c:7]1[Cl:8]. Yield: 74.5%. Solvent: CN(C=O)C (N,N-dimethylformamide). As a reaction SMILES: [CH3:1][C:2]1([CH3:9])[O:6][CH:5]([CH2:7][OH:8])[CH2:4][O:3]1.C(=O)([O-])[O-].[Cs+].[Cs+].[Br:16][C:17]1[CH:18]=[CH:19][C:20]2[N:24]=[C:23](C(Cl)(Cl)Cl)[N:22]([C:29]3[CH:34]=[CH:33][N:32]=[C:31]([NH2:35])[N:30]=3)[C:21]=2[CH:36]=1>CN(C)C=O>[Br:16][C:17]1[CH:18]=[CH:19][C:20]2[N:24]=[C:23]([O:8][CH2:7][CH:5]3[CH2:4][O:3][C:2]([CH3:9])([CH3:1])[O:6]3)[N:22]([C:29]3[CH:34]=[CH:33][N:32]=[C:31]([NH2:35])[N:30]=3)[C:21]=2[CH:36]=1 |f:1.2.3|. Procedure details: A mixture of (2,2-dimethyl-1,3-dioxolan-4-yl)methanol (800 mg, 6.05 mmol), cesium carbonate (1.7 g, 5.22 mmol) and 4-[6-bromo-2-(trichloromethyl)-1H-1,3-benzodiazol-1-yl]pyrimidin-2-amine (500 mg, 1.23 mmol) in N,N-dimethylformamide (4 mL) was stirred for 12 hr at room temperature. The reaction mixture was quenched with 20 mL of water and the precipitate was collected by filtration. The solid was dried in a vacuum oven to afford 385 mg (75%) of 4-[6-bromo-2-[(2,2-dimethyl-1,3-dioxolan-4-yl)metho... Product: BrC=1C=CC2=C(N(C(=N2)OCC2OC(OC2)(C)C)C2=NC(=NC=C2)N)C1 (4-[6-bromo-2-[(2,2-dimethyl-1,3-dioxolan-4-yl)methoxy]-1H-1,3-benzodiazol-1-yl]pyrimidin-2-amine). Conditions: time 12 hour. Starting materials: CC1(OCC(O1)CO)C ((2,2-dimethyl-1,3-dioxolan-4-yl)methanol), C([O-])([O-])=O.[Cs+].[Cs+] (cesium carbonate), BrC=1C=CC2=C(N(C(=N2)C(Cl)(Cl)Cl)C2=NC(=NC=C2)N)C1 (4-[6-bromo-2-(trichloromethyl)-1H-1,3-benzodiazol-1-yl]pyrimidin-2-amine). The solvent is C(C)O (ethanol). Reported procedure: A solution of 5 g (0.015 m) of ethyl-4-(1,2-benzisoxazol-3-yl)-2,3-dimethylphenoxyacetate of Example 1D, 25 ml 10% NaOH and 25 ml of ethanol is refluxed 3 hours. Ethanol is evaporated in vacuo and 5% HCl is added to the residue until the mixture is acidic. The mixture is extracted with ethyl acetate, dried (Na2SO4) and evaporated to give 3.8 g (83%) of 4-(1,2-benzisoxazol-3-yl)-2,3-dimethylphenoxyacetic acid, m.p. 146°-152° C. An analytical sample is recrystallized from ethanol/H2O, m.p. 147°-15... RXN SMILES: C([O:3][C:4](=[O:24])[CH2:5][O:6][C:7]1[CH:12]=[CH:11][C:10]([C:13]2[C:17]3[CH:18]=[CH:19][CH:20]=[CH:21][C:16]=3[O:15][N:14]=2)=[C:9]([CH3:22])[C:8]=1[CH3:23])C.[OH-].[Na+]>C(O)C>[O:15]1[C:16]2[CH:21]=[CH:20][CH:19]=[CH:18][C:17]=2[C:13]([C:10]2[CH:11]=[CH:12][C:7]([O:6][CH2:5][C:4]([OH:24])=[O:3])=[C:8]([CH3:23])[C:9]=2[CH3:22])=[N:14]1 |f:1.2|. Yield: 83.2%. Product: O1N=C(C2=C1C=CC=C2)C2=C(C(=C(OCC(=O)O)C=C2)C)C (4-(1,2-benzisoxazol-3-yl)-2,3-dimethylphenoxyacetic acid). Reactants: C(C)OC(COC1=C(C(=C(C=C1)C1=NOC2=C1C=CC=C2)C)C)=O (ethyl-4-(1,2-benzisoxazol-3-yl)-2,3-dimethylphenoxyacetate), [OH-].[Na+] (NaOH). Reactants: ClC1=C(C2=C(CCN(CC2)C(C(F)(F)F)=O)C=C1)NCC1=CC=C(C=C1)CNC(=O)C1CC1 (7-chloro-6-{4-[(cyclopropanecarbonyl-amino)-methyl]-benzylamino}-3-(2,2,2-trifluoroacetyl)-2,3,4,5-tetrahydro-1H-benzo[d]azepine), O[Li].O (LiOH.H2O). Solvent: CO (MeOH). The product is ClC1=C(C2=C(CCNCC2)C=C1)NCC1=CC=C(C=C1)CNC(=O)C1CC1 (7-chloro-6-{-4-[(cyclopropanecarbonyl-amino)-methyl]-benzylamino}-2,3,4,5-tetrahydro-1H-benzo[d]azepine). Isolated yield 91.1%. Reaction SMILES: [Cl:1][C:2]1[CH:18]=[CH:17][C:5]2[CH2:6][CH2:7][N:8](C(=O)C(F)(F)F)[CH2:9][CH2:10][C:4]=2[C:3]=1[NH:19][CH2:20][C:21]1[CH:26]=[CH:25][C:24]([CH2:27][NH:28][C:29]([CH:31]2[CH2:33][CH2:32]2)=[O:30])=[CH:23][CH:22]=1.O[Li].O>CO>[Cl:1][C:2]1[CH:18]=[CH:17][C:5]2[CH2:6][CH2:7][NH:8][CH2:9][CH2:10][C:4]=2[C:3]=1[NH:19][CH2:20][C:21]1[CH:22]=[CH:23][C:24]([CH2:27][NH:28][C:29]([CH:31]2[CH2:32][CH2:33]2)=[O:30])=[CH:25][CH:26]=1 |f:1.2|. Reported procedure: Dissolve 7-chloro-6-{4-[(cyclopropanecarbonyl-amino)-methyl]-benzylamino}-3-(2,2,2-trifluoroacetyl)-2,3,4,5-tetrahydro-1H-benzo[d]azepine (335 mg, 0.698 mmol) in MeOH (10 mL). Add LiOH.H2O (293 mg, 6.98 mmol) and stir overnight. Partition the reaction mixture between chloroform and water. Separate the aqueous phase and extract three times with chloroform and once with chloroform/iso-propanol (3:1). Dry the combined organic extracts over MgSO4, filter and concentrate in vacuo. Purify the crude mi...